Dataset: the Open Reaction Database (ORD), a public repository of structured organic reaction records. Task: describe an organic reaction: reactants, conditions, products, and yield Reactants: FC(CN1CCC2=C(CC1)C=C(C(=C2)OC)N)(C)F (3-(2,2-Difluoro-propyl)-8-methoxy-2,3,4,5-tetrahydro-1H-benzo[d]azepin-7-ylamine), ClC1=NC=C(C(=N1)N[C@H]1[C@@H](CCCC1)NS(=O)(=O)C)Cl (N-[(1R,2R)-2-(2,5-Dichloro-pyrimidin-4-ylamino)-cyclohexyl]-methanesulfonamide). Product: ClC=1C(=NC(=NC1)NC1=CC2=C(CCN(CC2)CC(C)(F)F)C=C1OC)N[C@H]1[C@@H](CCCC1)NS(=O)(=O)C (N-((1R,2R)-2-{5-Chloro-2-[3-(2,2-difluoro-propyl)-8-methoxy-2,3,4,5-tetrahydro-1H-benzo[d]azepin-7-ylamino]-pyrimidin-4-ylamino}-cyclohexyl)-methanesulfonamide), solid. Isolated yield 13.0%. RXN SMILES: [F:1][C:2]([F:19])([CH3:18])[CH2:3][N:4]1[CH2:10][CH2:9][C:8]2[CH:11]=[C:12]([NH2:17])[C:13]([O:15][CH3:16])=[CH:14][C:7]=2[CH2:6][CH2:5]1.Cl[C:21]1[N:26]=[C:25]([NH:27][C@@H:28]2[CH2:33][CH2:32][CH2:31][CH2:30][C@H:29]2[NH:34][S:35]([CH3:38])(=[O:37])=[O:36])[C:24]([Cl:39])=[CH:23][N:22]=1>>[Cl:39][C:24]1[C:25]([NH:27][C@@H:28]2[CH2:33][CH2:32][CH2:31][CH2:30][C@H:29]2[NH:34][S:35]([CH3:38])(=[O:37])=[O:36])=[N:26][C:21]([NH:17][C:12]2[C:13]([O:15][CH3:16])=[CH:14][C:7]3[CH2:6][CH2:5][N:4]([CH2:3][C:2]([F:1])([F:19])[CH3:18])[CH2:10][CH2:9][C:8]=3[CH:11]=2)=[N:22][CH:23]=1. Procedure: The title compound was prepared from 3-(2,2-Difluoro-propyl)-8-methoxy-2,3,4,5-tetrahydro-1H-benzo[d]azepin-7-ylamine and N-[(1R,2R)-2-(2,5-Dichloro-pyrimidin-4-ylamino)-cyclohexyl]-methanesulfonamide in a manner analogous to Example 61e. Product isolated as an off-white solid (0.011 g, 13%). MP: 94-115° C. 1HNMR (400 MHz, CDCl3, δ, ppm): 7.97 (s, 1H), 7.94 (s, 1H), 7.33 (br s, 1H), 6.64 (s, 1H), 5.36 (d, 1H, J=7.6 Hz), 5.29 (d, 1H, J=7.1 Hz), 3.99-3.89 (m, 1H), 3.87 (s, 3H), 3.29-3.18 (m, 1H), ... Starting materials: ClC1=NOC2=C1C=CC=C2 (3-chloro-1,2-benzoisoxazole), NC(CO)CCC (2-amino-1-pentanol), [H-].[Na+] (sodium hydride). Run in O1CCCC1 (tetrahydrofuran), O1CCCC1 (tetrahydrofuran), O1CCCC1 (tetrahydrofuran). The product is NC(COC1=NOC2=C1C=CC=C2)CCC (3-(2-aminopentyloxy)-1,2-benzoisoxazole). The yield is 88.1%. Reaction SMILES: [NH2:1][CH:2]([CH2:5][CH2:6][CH3:7])[CH2:3][OH:4].[H-].[Na+].Cl[C:11]1[C:15]2[CH:16]=[CH:17][CH:18]=[CH:19][C:14]=2[O:13][N:12]=1>O1CCCC1>[NH2:1][CH:2]([CH2:5][CH2:6][CH3:7])[CH2:3][O:4][C:11]1[C:15]2[CH:16]=[CH:17][CH:18]=[CH:19][C:14]=2[O:13][N:12]=1 |f:1.2|. Procedure details: A solution of 2.86 g of 2-amino-1-pentanol in 2 ml of tetrahydrofuran is added to a suspension of 2.24 g of 60% (w/w) sodium hydride in 20 ml of tetrahydrofuran at 20°-25° C. and they are refluxed for two hours. Subsequently, under reflux, a solution of 4.3 g of 3-chloro-1,2-benzoisoxazole in 30 ml of tetrahydrofuran is added and refluxed for a further one hour. After cooling, the solvent is removed by distillation under reduced pressure. Ethyl acetate and water are added to the residue obtained...